From a dataset of the Open Reaction Database (ORD), a public repository of structured organic reaction records. describe an organic reaction: reactants, conditions, products, and yield Starting materials: CC(C)(C)OC(=O)Nc1ccc(-c2ccccc2F)cc1NC(=O)CC(=O)c1cccc(-c2ccncc2)c1, ClCCl, O=C(O)C(F)(F)F. Product: O=C1CC(c2cccc(-c3ccncc3)c2)=Nc2ccc(-c3ccccc3F)cc2N1. RXN SMILES: [C:1]([O:2][C:3](=[O:4])[NH:7][c:8]1[c:9]([NH:21][C:22]([CH2:23][C:24](=[O:5])[c:25]2[cH:26][c:27](-[c:31]3[cH:32][cH:33][n:34][cH:35][cH:36]3)[cH:28][cH:29][cH:30]2)=[O:38])[cH:10][c:11](-[c:14]2[c:15]([F:20])[cH:16][cH:17][cH:18][cH:19]2)[cH:12][cH:13]1)([CH3:6])([CH3:37])[CH3:39].[Cl:47][CH2:48][Cl:49].[F:40][C:41]([F:42])([F:43])[C:44]([OH:45])=[O:46]>>[N:7]1=[C:24]([c:25]2[cH:26][c:27](-[c:31]3[cH:32][cH:33][n:34][cH:35][cH:36]3)[cH:28][cH:29][cH:30]2)[CH2:23][C:22](=[O:38])[NH:21][c:9]2[c:8]1[cH:13][cH:12][c:11](-[c:14]1[c:15]([F:20])[cH:16][cH:17][cH:18][cH:19]1)[cH:10]2. The reactants are ClC=1C=C(C=C(C1Cl)Cl)[N+](=O)[O-] (3,4,5-Trichloronitrobenzene), [O-]C1=CC=CC=C1.[K+] (potassium phenoxide). The solvent is C(COCCO)O (diethylene glycol). Reaction conditions: temperature 160 celsius. The product is ClC1=C(C(=CC(=C1)[N+](=O)[O-])Cl)O (2,6-Dichloro-4-nitrophenol). As a reaction SMILES: [Cl:1][C:2]1[CH:3]=[C:4]([N+:10]([O-:12])=[O:11])[CH:5]=[C:6]([Cl:9])[C:7]=1Cl.[O-:13]C1C=CC=CC=1.[K+]>C(O)COCCO>[Cl:1][C:2]1[CH:3]=[C:4]([N+:10]([O-:12])=[O:11])[CH:5]=[C:6]([Cl:9])[C:7]=1[OH:13] |f:1.2|. Procedure details: 3,4,5-Trichloronitrobenzene (14.86 g) is added to a solution of potassium phenoxide (8.66 g) in diethylene glycol (66 mL) and the mixture is heated to 160° C. for approximately 15 hours. The resulting dark brown solution is cooled to room temperature, poured. onto 100 mL cold water, and extracted twice with diethyl ether. The pooled organic extracts are washed with water, 10% aqueous sodium hydroxide, and then dried over anhydrous magnesium sulfate. Following removal of the solvent under reduced... Reactants: BrC=1C=NC(=NC1)N1CCN(CC1)C(=O)OC(C)(C)C (tert-butyl 4-(5-bromopyrimidin-2-yl)piperazine-1-carboxylate), C(#C)C1CC1 (ethynylcyclopropane), tetrakis(triphenyl-phosphine)palladium. The reagents and catalysts are [Cu]I (copper(I) iodide). Solvent: C(C)NCC (diethylamine), CS(=O)C (dimethyl sulfoxide), C(C)(=O)OCC (ethyl acetate). Reaction conditions: temperature 100 celsius, time 3 hour. Product: C1(CC1)C#CC=1C=NC(=NC1)N1CCN(CC1)C(=O)OC(C)(C)C (tert-butyl 4-(5-(cyclopropylethynyl)pyrimidin-2-yl)piperazine-1-carboxylate). Yield: 97.6%. As a reaction SMILES: Br[C:2]1[CH:3]=[N:4][C:5]([N:8]2[CH2:13][CH2:12][N:11]([C:14]([O:16][C:17]([CH3:20])([CH3:19])[CH3:18])=[O:15])[CH2:10][CH2:9]2)=[N:6][CH:7]=1.[C:21]([CH:23]1[CH2:25][CH2:24]1)#[CH:22]>C(NCC)C.CS(C)=O.C(OCC)(=O)C.[Cu]I>[CH:23]1([C:21]#[C:22][C:2]2[CH:3]=[N:4][C:5]([N:8]3[CH2:13][CH2:12][N:11]([C:14]([O:16][C:17]([CH3:20])([CH3:19])[CH3:18])=[O:15])[CH2:10][CH2:9]3)=[N:6][CH:7]=2)[CH2:25][CH2:24]1. Procedure details: In a sealed tube, the mixture of tert-butyl 4-(5-bromopyrimidin-2-yl)piperazine-1-carboxylate (1.0 g, 2.9 mmol), ethynylcyclopropane (482 mg, 7.3 mmol), tetrakis(triphenyl-phosphine)palladium (335 mg, 0.29 mmol) and copper(I) iodide (28 mg, 0.15 mmol) in diethylamine (10 mL) and dimethyl sulfoxide (10 mL) was stirred at 100° C. for 3 hours under nitrogen atmosphere. The mixture was then diluted with ethyl acetate (100 mL) and washed with water and brine. The organic phase was dried over sodium s... Starting materials: CC(C)(C)C1(CCC(CC1)(C)C)N(C([O-])=O)CC1=CC=C(C=C1)Br (1,1-dimethylethyl[(4-bromophenyl)methyl](4,4-dimethylcyclohexyl)carbamate), COC(=O)C=1C=C(C=CC1)B(O)O ({3-[(methyloxy)carbonyl]phenyl}boronic acid), 2-(2′,6′-dimethoxybiphenyl)di-cyclohexylphosphine. The reagents and catalysts are CC(=O)[O-].CC(=O)[O-].[Pd+2] (Pd(OAc)2). The product is CC1(CCC(CC1)N(C(=O)OC(C)(C)C)CC1=CC=C(C=C1)C1=CC(=CC=C1)C(=O)OC)C (methyl 4′-[((4,4-dimethylcyclohexyl){[(1,1-dimethylethyl)oxy]carbonyl}amino)methyl]-3-biphenylcarboxylate). As a reaction SMILES: CC([C:5]1([N:13]([CH2:17][C:18]2[CH:23]=[CH:22][C:21](Br)=[CH:20][CH:19]=2)[C:14](=[O:16])[O-:15])[CH2:10][CH2:9][C:8]([CH3:12])([CH3:11])[CH2:7][CH2:6]1)(C)C.[CH3:25][O:26][C:27]([C:29]1[CH:30]=[C:31](B(O)O)[CH:32]=[CH:33][CH:34]=1)=[O:28]>CC([O-])=O.CC([O-])=O.[Pd+2]>[CH3:11][C:8]1([CH3:12])[CH2:9][CH2:10][CH:5]([N:13]([CH2:17][C:18]2[CH:23]=[CH:22][C:21]([C:31]3[CH:32]=[CH:33][CH:34]=[C:29]([C:27]([O:26][CH3:25])=[O:28])[CH:30]=3)=[CH:20][CH:19]=2)[C:14]([O:15][C:8]([CH3:11])([CH3:9])[CH3:7])=[O:16])[CH2:6][CH2:7]1 |f:2.3.4|. Reported procedure: A flask equipped with a septum-sealed reflux condenser was charged with 1,1-dimethylethyl[(4-bromophenyl)methyl](4,4-dimethylcyclohexyl)carbamate (0.988 g; 2.49 mmol; Example V-11), {3-[(methyloxy)carbonyl]phenyl}boronic acid (0.493 g; 2.74 mmol), Pd(OAc)2 (0.0028 g; 0.012 mmol) and 2-(2′,6′-dimethoxybiphenyl)di-cyclohexylphosphine (S-Phos; 0.010 g; 0.025 mmol) was evacuated and back-filled with N2 several times. PhMe/EtOH (4:1 v/v, 7.5 mL), and 2M Na2CO3 were added via syringe through the conde... RXN SMILES: [CH2:1]([CH3:2])[O:3][C:4](=[O:5])[C:6]1([CH2:9][CH2:10][CH2:11][CH2:12][CH2:13][c:14]2[cH:15][cH:16][c:17]([Cl:20])[cH:18][cH:19]2)[O:7][CH2:8]1.[Na+:22].[O:23]1[CH2:24][CH2:25][CH2:26][CH2:27]1.[OH-:21]>>[Na+:22].[O:3]=[C:4]([O-:5])[C:6]1([CH2:9][CH2:10][CH2:11][CH2:12][CH2:13][c:14]2[cH:15][cH:16][c:17]([Cl:20])[cH:18][cH:19]2)[O:7][CH2:8]1. The product is [Na+], O=C([O-])C1(CCCCCc2ccc(Cl)cc2)CO1. The reactants are CCOC(=O)C1(CCCCCc2ccc(Cl)cc2)CO1, [Na+], C1CCOC1, [OH-]. The reactants are CC(O)CCCCn1c(=O)c2c(ncn2C)n(CCCCCC#N)c1=O, CCO, Cl, [H][H]. The product is CC(O)CCCCn1c(=O)c2c(ncn2C)n(CCCCCCN)c1=O, Cl. As a reaction SMILES: [C:1](#[N:2])[CH2:3][CH2:4][CH2:5][CH2:6][CH2:7][n:8]1[c:9](=[O:26])[n:10]([CH2:19][CH2:20][CH2:21][CH2:22][CH:23]([CH3:24])[OH:25])[c:11](=[O:18])[c:12]2[n:13]([CH3:17])[cH:14][n:15][c:16]12.[CH3:30][CH2:31][OH:32].[ClH:27].[H:28][H:29]>>[CH2:1]([NH2:2])[CH2:3][CH2:4][CH2:5][CH2:6][CH2:7][n:8]1[c:9](=[O:26])[n:10]([CH2:19][CH2:20][CH2:21][CH2:22][CH:23]([CH3:24])[OH:25])[c:11](=[O:18])[c:12]2[n:13]([CH3:17])[cH:14][n:15][c:16]12.[ClH:27]. Reactants: C(=O)([O-])[O-].[K+].[K+] (K2CO3), COS(=O)(=O)OC (dimethylsulphate), C(C1=CC=CC=C1)(=O)C=1C(=CNC1C)NC(CCl)=O (N-(4-benzoyl-5-methyl(1H)-pyrrol-3-yl)2-chloroacetamide). Solvent: CC(CC)=O (butan-2-one). Product: C(C1=CC=CC=C1)(=O)C=1C(=CN(C1C)C)NC(CCl)=O (N-(4-benzoyl-1,5-dimethyl-(1H)-pyrrol-3-yl) 2-chloroacetamide). RXN SMILES: [C:1]([C:9]1[C:10]([NH:15][C:16](=[O:19])[CH2:17][Cl:18])=[CH:11][NH:12][C:13]=1[CH3:14])(=[O:8])[C:2]1[CH:7]=[CH:6][CH:5]=[CH:4][CH:3]=1.[C:20]([O-])([O-])=O.[K+].[K+].COS(OC)(=O)=O>CC(=O)CC>[C:1]([C:9]1[C:10]([NH:15][C:16](=[O:19])[CH2:17][Cl:18])=[CH:11][N:12]([CH3:20])[C:13]=1[CH3:14])(=[O:8])[C:2]1[CH:3]=[CH:4][CH:5]=[CH:6][CH:7]=1 |f:1.2.3|. Reported procedure: N-(4-benzoyl-5-methyl(1H)-pyrrol-3-yl)2-chloroacetamide (0.019 mole) was dissolved in butan-2-one (60 ml) and K2CO3 (4.5 g) and dimethylsulphate (0.037 mole) were added to the obtained solution. The reaction mixture was maintained at the reflux temperature for 5 hours and at room temperature overnight. An inert atmosphere was maintained throughout the process. The inorganic salts were filtered and the clear solution was evaporated under vacuum to yield a residue which upon crystallization from m... Starting materials: C(C1=CC=CC=C1)OC(=O)N1CC(OC2=C1C=CC=C2)CO (N-benzyloxycarbonyl-2(R,S)-hydroxymethyl-3,4-dihydro-2H-1,4-benzoxazine), C(C)(C)(C)OC(=O)N[C@H](C=O)C[C@H](CCO[Si](C(C)C)(C(C)C)C(C)C)C (2(S)-tert-butoxycarbonylamino-4(R)-methyl-6-triisopropylsilyloxyhexanal), C[Si](C)(C)[N-][Si](C)(C)C.[Na+] (sodium bis(trimethylsilyl)amide), BrCC=C (3-bromo-1-propene). The solvent is C(C)(=O)OCC (ethyl acetate), C1(=CC=CC=C1)C (toluene). The product is C(C1=CC=CC=C1)OC(=O)N1CC(OC2=C1C=CC=C2)COCC=C (N-Benzyloxycarbonyl-2(R,S)-allyloxymethyl-3,4-dihydro-2H-1,4-benzoxazine). Reaction SMILES: [CH2:1]([O:8][C:9]([N:11]1[C:16]2[CH:17]=[CH:18][CH:19]=[CH:20][C:15]=2[O:14][CH:13]([CH2:21][OH:22])[CH2:12]1)=[O:10])[C:2]1[CH:7]=[CH:6][CH:5]=[CH:4][CH:3]=1.C[Si]([N-][Si](C)(C)C)(C)C.[Na+].Br[CH2:34][CH:35]=[CH2:36].C(OC(N[C@@H](C[C@@H](C)CCO[Si](C(C)C)(C(C)C)C(C)C)C=O)=O)(C)(C)C>C(OCC)(=O)C.C1(C)C=CC=CC=1>[CH2:1]([O:8][C:9]([N:11]1[C:16]2[CH:17]=[CH:18][CH:19]=[CH:20][C:15]=2[O:14][CH:13]([CH2:21][O:22][CH2:36][CH:35]=[CH2:34])[CH2:12]1)=[O:10])[C:2]1[CH:7]=[CH:6][CH:5]=[CH:4][CH:3]=1 |f:1.2|. Procedure details: The title compound is prepared starting from 3.0 g of N-benzyloxycarbonyl-2(R,S)-hydroxymethyl-3,4-dihydro-2H-1,4-benzoxazine, 2.75 g of sodium bis(trimethylsilyl)amide and 1.7 ml of 3-bromo-1-propene analogously to Example 61): Rf (D)=0.32; Rf (3:1 mixture of toluene and ethyl acetate)=0.61. Reactants: COc1cccc(C(Oc2ccc3c(cnn3-c3ccc(F)cc3)c2)C(C)N)c1, O=C(O)c1ccco1. Product: COc1cccc(C(Oc2ccc3c(cnn3-c3ccc(F)cc3)c2)C(C)NC(=O)c2ccco2)c1. RXN SMILES: [F:1][c:2]1[cH:3][cH:4][c:5](-[n:8]2[n:9][cH:10][c:11]3[cH:12][c:13]([O:17][CH:18]([CH:19]([CH3:20])[NH2:21])[c:22]4[cH:23][c:24]([O:28][CH3:29])[cH:25][cH:26][cH:27]4)[cH:14][cH:15][c:16]23)[cH:6][cH:7]1.[OH:30][C:31](=[O:32])[c:33]1[cH:34][cH:35][cH:36][o:37]1>>[F:1][c:2]1[cH:3][cH:4][c:5](-[n:8]2[n:9][cH:10][c:11]3[cH:12][c:13]([O:17][CH:18]([CH:19]([CH3:20])[NH:21][C:31](=[O:30])[c:33]4[cH:34][cH:35][cH:36][o:37]4)[c:22]4[cH:23][c:24]([O:28][CH3:29])[cH:25][cH:26][cH:27]4)[cH:14][cH:15][c:16]23)[cH:6][cH:7]1.